Dataset: the Open Reaction Database (ORD), a public repository of structured organic reaction records. Task: describe an organic reaction: reactants, conditions, products, and yield Reactants: C(CCC)C=1N(C2=C(C=NC=3C=CC=CC23)N1)CCCC(C)=O (5-(2-butyl-1H-imidazo[4,5-c]quinolin-1-yl)pentan-2-one), C1=CC(=CC(=C1)Cl)C(=O)OO (m-CPBA). The product is C(CCC)C=1N(C2=C(C=[N+](C=3C=CC=CC23)[O-])N1)CCCC(C)=O (5-(2-butyl-5-oxido-1H-imidazo[4,5-c]quinolin-1-yl)pentan-2-one). As a reaction SMILES: [CH2:1]([C:5]1[N:6]([CH2:18][CH2:19][CH2:20][C:21](=[O:23])[CH3:22])[C:7]2[C:16]3[CH:15]=[CH:14][CH:13]=[CH:12][C:11]=3[N:10]=[CH:9][C:8]=2[N:17]=1)[CH2:2][CH2:3][CH3:4].C1C=C(Cl)C=C(C(OO)=[O:32])C=1>>[CH2:1]([C:5]1[N:6]([CH2:18][CH2:19][CH2:20][C:21](=[O:23])[CH3:22])[C:7]2[C:16]3[CH:15]=[CH:14][CH:13]=[CH:12][C:11]=3[N+:10]([O-:32])=[CH:9][C:8]=2[N:17]=1)[CH2:2][CH2:3][CH3:4]. Reported procedure: The general method described in Steps 9 and 10 of Example 1 was used to aminate 5-(2-butyl-1H-imidazo[4,5-c]quinolin-1-yl)pentan-2-one (2.15 g, 6.95 mmol) by reaction with m-CPBA (1.71 g, 7.64 mmol) to provide 5-(2-butyl-5-oxido-1H-imidazo[4,5-c]quinolin-1-yl)pentan-2-one followed by reaction with p-toluenesulfonyl chloride (1.46 g, 7.64 mmol) and ammonium hydroxide solution (10 mL) to provide 5-(4-amino-2-butyl-1H-imidazo[4,5-c]quinolin-1-yl)pentan-2-one as an off-white solid, mp 173-176° C. Reactants: CCBr, CCOC(C)OCc1ccccc1Br, C1CCOC1, CON(C)C(=O)c1cc(C)on1, [Mg], O. Product: CCOC(C)OCc1ccccc1C(=O)c1cc(C)on1. As a reaction SMILES: [Br:16][CH2:17][CH3:18].[Br:1][c:2]1[c:3]([CH2:8][O:9][CH:10]([CH3:11])[O:12][CH2:13][CH3:14])[cH:4][cH:5][cH:6][cH:7]1.[CH2:32]1[O:33][CH2:34][CH2:35][CH2:36]1.[CH3:19][O:20][N:21]([C:22](=[O:23])[c:24]1[n:25][o:26][c:27]([CH3:29])[cH:28]1)[CH3:30].[Mg:15].[OH2:31]>>[c:2]1([C:22](=[O:23])[c:24]2[n:25][o:26][c:27]([CH3:29])[cH:28]2)[c:3]([CH2:8][O:9][CH:10]([CH3:11])[O:12][CH2:13][CH3:14])[cH:4][cH:5][cH:6][cH:7]1. The reactants are CCOCC, ClC(Cl)Cl, ClCCCl, Cc1ccc(N)c(CSc2nc3ccccc3[nH]2)c1. Yields the product Cc1ccc(N)c(CS(=O)c2nc3ccccc3[nH]2)c1. RXN SMILES: [CH3:24][CH2:25][O:26][CH2:27][CH3:28].[CH:20]([Cl:21])([Cl:22])[Cl:23].[Cl:29][CH2:30][CH2:31][Cl:32].[nH:1]1[c:2]([S:10][CH2:11][c:12]2[c:13]([NH2:19])[cH:14][cH:15][c:16]([CH3:18])[cH:17]2)[n:3][c:4]2[c:5]1[cH:6][cH:7][cH:8][cH:9]2>>[nH:1]1[c:2]([S:10]([CH2:11][c:12]2[c:13]([NH2:19])[cH:14][cH:15][c:16]([CH3:18])[cH:17]2)=[O:26])[n:3][c:4]2[c:5]1[cH:6][cH:7][cH:8][cH:9]2. The reactants are COc1cc(Br)c2cnccc2c1, Br, O. Yields the product Oc1cc(Br)c2cnccc2c1. Reaction SMILES: [Br:2][c:3]1[cH:4][c:5]([O:13][CH3:14])[cH:6][c:7]2[cH:8][cH:9][n:10][cH:11][c:12]12.[BrH:1].[OH2:15]>>[Br:2][c:3]1[cH:4][c:5]([OH:13])[cH:6][c:7]2[cH:8][cH:9][n:10][cH:11][c:12]12. The reactants are Cl[O-].[Na+] (sodium hypochlorite), ClC1=CC2=C(NC(=N2)C(C(F)(F)F)O)C=C1Cl (1-(5,6-Dichloro-1H-benzoimidazol-2-yl)-2,2,2-trifluoro-ethanol), CC1(CC(CC(N1[O-])(C)C)OC)C (4-methoxy-TEMPO), [Br-].[K+] (potassium bromide). Solvent: C1CCOC1 (THF), O (water), C(C)(=O)OCC (ethyl acetate). The product is ClC1=CC2=C(NC(=N2)C(C(F)(F)F)=O)C=C1Cl (1-(5,6-DiChloro-1H-benzoimidazol-2-yl)-2,2,2-trifluoro-ethanone). Reaction SMILES: [Cl:1][C:2]1[C:16]([Cl:17])=[CH:15][C:5]2[NH:6][C:7]([CH:9]([OH:14])[C:10]([F:13])([F:12])[F:11])=[N:8][C:4]=2[CH:3]=1.CC1(C)N([O-])C(C)(C)CC(OC)C1.[Br-].[K+].Cl[O-].[Na+]>C1COCC1.O.C(OCC)(=O)C>[Cl:17][C:16]1[C:2]([Cl:1])=[CH:3][C:4]2[NH:8][C:7]([C:9](=[O:14])[C:10]([F:13])([F:11])[F:12])=[N:6][C:5]=2[CH:15]=1 |f:2.3,4.5|. Procedure: 1-(5,6-Dichloro-1H-benzoimidazol-2-yl)-2,2,2-trifluoro-ethanol (0.29 g; 1.00 mmole), 4-methoxy-2,2,6,6-tetramethyl-1-piperdinyloxy free radical (4-methoxy-TEMPO free radical; 4.4 mg; 0.03 mmoles) and potassium bromide (KBr; 13 mg; 0.11 mmoles) were dissolved in THF (2.9 mL). The reaction mixture was stirred while cooled to −10° C., after 10 min. a sodium hypochlorite solution (bleach; 10-13% aqueous; 2.10 mL; 3.53 mmoles) was added and allowed to stir for 15 min., then warmed to room temperature... Reactants: ClCCl, CC(=O)Cl, COC(=O)CCCCCN, ClC(Cl)Cl, Cl, c1ccncc1. Product: COC(=O)CCCCCNC(C)=O. As a reaction SMILES: [CH2:26]([Cl:27])[Cl:28].[CH3:18][C:19]([Cl:20])=[O:21].[CH3:2][O:3][C:4]([CH2:5][CH2:6][CH2:7][CH2:8][CH2:9][NH2:10])=[O:11].[CH:22]([Cl:23])([Cl:24])[Cl:25].[ClH:1].[cH:12]1[cH:13][cH:14][n:15][cH:16][cH:17]1>>[CH3:2][O:3][C:4]([CH2:5][CH2:6][CH2:7][CH2:8][CH2:9][NH:10][C:19]([CH3:18])=[O:21])=[O:11]. Starting materials: BrC=1OC2=C(C1CO)C=CC=C2 (2-bromo-3-hydroxymethyl benzofuran), C(=O)C=1OC(=CC1)B(O)O (2-formylfuran-5-boronic acid), C([O-])([O-])=O.[K+].[K+] (potassium carbonate), N#N (N2). The reagents and catalysts are C(C1=CC=CC=C1)=CC(=O)C=CC1=CC=CC=C1.[Pd] (palladium dibenzylidene acetone). Solvent: CC(=O)N(C)C (dimethylacetamide), O (Water). Reaction conditions: temperature 120 celsius. Yields the product C(=O)C=1OC(=CC1)C=1OC2=C(C1CO)C=CC=C2 (2-(2-formyl-5-furanyl)-3-hydroxymethyl benzofuran). RXN SMILES: Br[C:2]1[O:3][C:4]2[CH:12]=[CH:11][CH:10]=[CH:9][C:5]=2[C:6]=1[CH2:7][OH:8].[CH:13]([C:15]1[O:16][C:17](B(O)O)=[CH:18][CH:19]=1)=[O:14].C(=O)([O-])[O-].[K+].[K+].N#N>C(=CC(C=CC1C=CC=CC=1)=O)C1C=CC=CC=1.[Pd].O.CC(N(C)C)=O>[CH:13]([C:15]1[O:16][C:17]([C:2]2[O:3][C:4]3[CH:12]=[CH:11][CH:10]=[CH:9][C:5]=3[C:6]=2[CH2:7][OH:8])=[CH:18][CH:19]=1)=[O:14] |f:2.3.4,6.7|. Procedure details: To the bromo-benzofuran derivative from Step B (0.1 mmol), 2-formylfuran-5-boronic acid (1.5 equiv.), potassium carbonate (1.5 equiv.), palladium dibenzylidene acetone (0.03 eq.) and degassed dimethylacetamide (1 ml) was added. The mixture was blanketed with N2 and heated in a microwave reactor at 120° C. for 10 mins (initial power 50 W). Water (2 mL) was added, the mixture extracted with ether (4×10 mL), the crude extract adsorbed on silica gel, and purified by MPLC (hexanes/ethyl acetate gradi...